From a dataset of the Open Reaction Database (ORD), a public repository of structured organic reaction records. describe an organic reaction: reactants, conditions, products, and yield Reactants: Cc1ccccc1, CN1CCc2cccc(Cl)c2CC1, N#CBr. Yields the product N#CN1CCc2cccc(Cl)c2CC1. As a reaction SMILES: [CH3:17][c:18]1[cH:19][cH:20][cH:21][cH:22][cH:23]1.[Cl:1][c:2]1[cH:3][cH:4][cH:5][c:6]2[c:12]1[CH2:11][CH2:10][N:9]([CH3:13])[CH2:8][CH2:7]2.[N:14]#[C:15][Br:16]>>[Cl:1][c:2]1[cH:3][cH:4][cH:5][c:6]2[c:12]1[CH2:11][CH2:10][N:9]([C:13]#[N:14])[CH2:8][CH2:7]2.